This data is from the Open Reaction Database (ORD), a public repository of structured organic reaction records. The task is: describe an organic reaction: reactants, conditions, products, and yield Starting materials: [Br-], O=C([O-])O, CCOCC, CC[Mg+], Cc1ccncc1C#N, CCOCC, Cl, [Na+]. Product: CCC(=O)c1cnccc1C. RXN SMILES: [Br-:15].[C:20]([O-:21])(=[O:22])[OH:23].[CH2:10]([CH3:11])[O:12][CH2:13][CH3:14].[CH2:16]([Mg+:17])[CH3:18].[CH3:1][c:2]1[cH:3][cH:4][n:5][cH:6][c:7]1[C:8]#[N:9].[CH3:25][CH2:26][O:27][CH2:28][CH3:29].[ClH:19].[Na+:24]>>[CH3:1][c:2]1[cH:3][cH:4][n:5][cH:6][c:7]1[C:8]([CH2:10][CH3:11])=[O:21]. Reactants: CN, Cl, CS(=O)(=O)OCCC1(c2ccccc2)C=CCC=C1. Product: Cl, CNCCC1(c2ccccc2)C=CCC=C1. As a reaction SMILES: [CH3:20][NH2:21].[ClH:22].[c:1]1([C:7]2([CH2:13][CH2:14][O:15][S:16]([CH3:17])(=[O:18])=[O:19])[CH:8]=[CH:9][CH2:10][CH:11]=[CH:12]2)[cH:2][cH:3][cH:4][cH:5][cH:6]1>>[ClH:22].[c:1]1([C:7]2([CH2:13][CH2:14][NH:21][CH3:20])[CH:8]=[CH:9][CH2:10][CH:11]=[CH:12]2)[cH:2][cH:3][cH:4][cH:5][cH:6]1. Starting materials: CC#N, O=P(Cl)(Cl)Cl, O=c1[nH]c2c(-c3nnc[nH]3)cccc2c2cnccc12. Yields the product Clc1nc2c(-c3nnc[nH]3)cccc2c2cnccc12. Reaction SMILES: [CH3:26][C:27]#[N:28].[P:21]([Cl:22])([Cl:23])([Cl:24])=[O:25].[n:1]1[n:2][c:3](-[c:6]2[cH:7][cH:8][cH:9][c:10]3[c:11]2[nH:12][c:13](=[O:20])[c:14]2[cH:15][cH:16][n:17][cH:18][c:19]32)[nH:4][cH:5]1>>[n:1]1[n:2][c:3](-[c:6]2[cH:7][cH:8][cH:9][c:10]3[c:11]2[n:12][c:13]([Cl:23])[c:14]2[cH:15][cH:16][n:17][cH:18][c:19]32)[nH:4][cH:5]1.